This data is from the Open Reaction Database (ORD), a public repository of structured organic reaction records. The task is: describe an organic reaction: reactants, conditions, products, and yield Reactants: C1CCC2=CC(=CC=C12)C(CC=1C=NC=CC1)=O (1-(5-indanyl)-2-(3-pyridyl)ethanone), BrBr (bromine), C(C)OCC (ethylether). Run in C(C)(=O)O (acetic acid), C(C)#N (acetonitrile). Run at time 1 hour. Yields the product Br.BrC(C(=O)C=1C=C2CCCC2=CC1)C=1C=NC=CC1 (2-bromo-1-(5-indanyl)-2-(3-pyridyl)ethanone hydrobromide). Yield: 86.0%. Reaction SMILES: [CH2:1]1[C:9]2[C:4](=[CH:5][C:6]([C:10](=[O:18])[CH2:11][C:12]3[CH:13]=[N:14][CH:15]=[CH:16][CH:17]=3)=[CH:7][CH:8]=2)[CH2:3][CH2:2]1.[Br:19]Br.C(OCC)C>C(O)(=O)C.C(#N)C>[BrH:19].[Br:19][CH:11]([C:12]1[CH:13]=[N:14][CH:15]=[CH:16][CH:17]=1)[C:10]([C:6]1[CH:5]=[C:4]2[C:9](=[CH:8][CH:7]=1)[CH2:1][CH2:2][CH2:3]2)=[O:18] |f:5.6|. Procedure: In 20 ml of acetic acid was dissolved 4.3 g of 1-(5-indanyl)-2-(3-pyridyl)ethanone. To the solution was added 0.93 ml of bromine, which was stirred for one hour at 80°, then the reaction solution was cooled. Addition of 80 ml of ethylether gives a layer of oily substance. The supernatant was discorded, and the remainder was dissolved in 50 ml of acetonitrile. The solution was cooled to give 6.2 g of 2-bromo-1-(5-indanyl)-2-(3-pyridyl)ethanone hydrobromide, m.p. 176°-177° C. The yield was 86%. Run in O1CCCC1 (tetrahydrofuran), O1CCCC1 (tetrahydrofuran). The yield is 53.1%. The reactants are C(C)(C)[N-]C(C)C.[Li+] (lithium diisopropylamide), O1CCC(CC1)OCCC=1N=C(SC1)NC(OC(C)(C)C)=O (tert-butyl 4-[2-(tetrahydro-2H-pyran-4-yloxy)ethyl]-1,3-thiazol-2-ylcarbamate), CC(=O)C (acetone), C(C)(C)NC(C)C (diisopropylamine), C(CCC)[Li] (butyllithium). The product is OC(C)(C)C1=C(N=C(S1)NC(OC(C)(C)C)=O)CCOC1CCOCC1 (tert-butyl 5-(1-hydroxy-1-methylethyl)-4-[2-(tetrahydro-2H-pyran-4-yloxy)ethyl]-1,3-thiazol-2-ylcarbamate). Reaction SMILES: C(NC(C)C)(C)C.C([Li])CCC.C([N-]C(C)C)(C)C.[Li+].[O:21]1[CH2:26][CH2:25][CH:24]([O:27][CH2:28][CH2:29][C:30]2[N:31]=[C:32]([NH:35][C:36](=[O:42])[O:37][C:38]([CH3:41])([CH3:40])[CH3:39])[S:33][CH:34]=2)[CH2:23][CH2:22]1.[CH3:43][C:44]([CH3:46])=[O:45]>O1CCCC1>[OH:45][C:44]([C:34]1[S:33][C:32]([NH:35][C:36](=[O:42])[O:37][C:38]([CH3:39])([CH3:41])[CH3:40])=[N:31][C:30]=1[CH2:29][CH2:28][O:27][CH:24]1[CH2:25][CH2:26][O:21][CH2:22][CH2:23]1)([CH3:46])[CH3:43] |f:2.3|. Run at time 30 minute. Procedure details: To a solution of diisopropylamine (9.5 mL, 67.2 mmol) in tetrahydrofuran (100 ml) was added butyllithium (42 mL, 1.6M in hexanes, 67.2 mmol) drop wise at −78° C. and stirred for 30 min. Thus obtained lithium diisopropylamide solution was immediately added by cannulation to a solution of Example 3C (7.36 g, 22.4 mmol) in tetrahydrofuran (100 ml) at −78° C. and stirred for 30 min at the same temperature. Then, dry acetone (8.2 ml, 112 mmol, Acros) was added slowly and the reaction mixture was remo... The reactants are Cc1ccc(C#CC2CCC3C4CCC5CC(O[Si](c6ccccc6)(c6ccccc6)C(C)(C)C)CCC5(C)C4CCC23C)cc1, C1CCOC1. Yields the product Cc1ccc(C#CC2CCC3C4CCC5CC(O)CCC5(C)C4CCC23C)cc1. RXN SMILES: [C:1]([Si:2]([c:3]1[cH:4][cH:5][cH:35][cH:36][cH:37]1)([O:6][CH:7]1[CH2:8][CH:9]2[CH2:10][CH2:11][CH:12]3[CH:13]4[CH2:14][CH2:15][CH:16]([C:26]#[C:27][c:28]5[cH:29][cH:30][c:31]([CH3:34])[cH:32][cH:33]5)[C:17]4([CH3:18])[CH2:19][CH2:20][CH:21]3[C:22]2([CH3:25])[CH2:23][CH2:24]1)[c:38]1[cH:39][cH:40][cH:41][cH:42][cH:43]1)([CH3:44])([CH3:45])[CH3:46].[O:47]1[CH2:48][CH2:49][CH2:50][CH2:51]1>>[OH:6][CH:7]1[CH2:8][CH:9]2[CH2:10][CH2:11][CH:12]3[CH:13]4[CH2:14][CH2:15][CH:16]([C:26]#[C:27][c:28]5[cH:29][cH:30][c:31]([CH3:34])[cH:32][cH:33]5)[C:17]4([CH3:18])[CH2:19][CH2:20][CH:21]3[C:22]2([CH3:25])[CH2:23][CH2:24]1. Reactants: O=C1CCC(C2=C1SC=C2)NC(=O)N ((-)-4,5,6,7-tetrahydro-7-oxobenzo[b]thien-4-ylurea), [BH4-].[Na+] (NaBH4), O (water). The solvent is C(C)O (ethanol), CO (methanol), C(C)O (ethanol). As a reaction SMILES: [O:1]=[C:2]1[C:7]2[S:8][CH:9]=[CH:10][C:6]=2[CH:5]([NH:11][C:12]([NH2:14])=[O:13])[CH2:4][CH2:3]1.[BH4-].[Na+].O>C(O)C.CO>[OH:1][CH:2]1[C:7]2[S:8][CH:9]=[CH:10][C:6]=2[CH:5]([NH:11][C:12]([NH2:14])=[O:13])[CH2:4][CH2:3]1 |f:1.2|. Procedure details: In 2.5 liters of ethanol, 34.85 grams of (-)-4,5,6,7-tetrahydro-7-oxobenzo[b]thien-4-ylurea is stirred and 9.8 grams of NaBH4 is added. The mixture is stirred overnight at room temperature, 1400 ml. of water is added, and after stirring for 0.5 hour the ethanol is evaporated in vacuo. The mixture is cooled and 25-30 ml. of acetic acid is added until no more foaming occurs. The mixture is stirred for 0.75 hour, filtered to collect the first crop and this solid is washed with water and air dried. ... Run at time 8 hour. Yields the product OC1CCC(C2=C1SC=C2)NC(=O)N ((-)-4,5,6,7-tetrahydro-7-hydroxybenzo[b]thien-4-ylurea). Reactants: BrC=1C(=CC(=NC1)N)C (5-bromo-4-methylpyridin-2-amine), C(C)(=O)OC(C)=O (acetic anhydride). Run at temperature 110 celsius. Product: BrC=1C(=CC(=NC1)NC(C)=O)C (N-(5-bromo-4-methylpyridin-2-yl)acetamide). RXN SMILES: [Br:1][C:2]1[C:3]([CH3:9])=[CH:4][C:5]([NH2:8])=[N:6][CH:7]=1.[C:10](OC(=O)C)(=[O:12])[CH3:11]>>[Br:1][C:2]1[C:3]([CH3:9])=[CH:4][C:5]([NH:8][C:10](=[O:12])[CH3:11])=[N:6][CH:7]=1. Reported procedure: 5-bromo-4-methylpyridin-2-amine (0.578 mmol) was dissolved in acetic anhydride (5.78 mmol) and heated at 110° C. for 30 minutes. The reaction was quenched with ice. The aqueous reaction mixture neutralized with sodium hydroxide solution was extracted with ethyl acetate. The ethyl acetate layer was separated and dried over sodium sulfate. The organic layer was evaporated to dryness. The crude material was purified (silica column, MeOH/CHCl3). 1HNMR (300 MHz, DMSO-d6): 10.53 (s, 1H), 8.34 (s, 1H),... Starting materials: COC(=O)CCCCCNC(=O)C=C1c2ccccc2Sc2ccccc21, CO, Cl, [Li+], [OH-], O. Yields the product O=C(O)CCCCCNC(=O)C=C1c2ccccc2Sc2ccccc21. RXN SMILES: [CH3:1][O:2][C:3]([CH2:4][CH2:5][CH2:6][CH2:7][CH2:8][NH:9][C:10]([CH:11]=[C:12]1[c:13]2[cH:14][cH:15][cH:16][cH:17][c:18]2[S:19][c:20]2[cH:21][cH:22][cH:23][cH:24][c:25]21)=[O:26])=[O:27].[CH3:28][OH:29].[ClH:32].[Li+:31].[OH-:30].[OH2:33]>>[O:2]=[C:3]([CH2:4][CH2:5][CH2:6][CH2:7][CH2:8][NH:9][C:10]([CH:11]=[C:12]1[c:13]2[cH:14][cH:15][cH:16][cH:17][c:18]2[S:19][c:20]2[cH:21][cH:22][cH:23][cH:24][c:25]21)=[O:26])[OH:27]. Reactants: C(C1=CC=CC=C1)OC=1C=C(C=C(C1)C(O)(C)C)C(O)(C)C (5-benzyloxy-α,α,α′,α′tetramethyl-1,3-benzenedimethanol), C(C1=CC=CC=C1)OC=1C=C(C=C(C1)C(O)(CC)CC)C(O)(CC)CC (5-benzyloxy-α,α,α′,α′-tetraethyl-1,3-benzenedimethanol). The product is C(C)C(CC)C=1C=C(C=C(C1)C(CC)CC)O (3,5-bis(1-ethylpropyl)phenol). Reaction SMILES: C(OC1C=C(C(C)(C)O)C=C(C(C)(C)O)C=1)C1C=CC=CC=1.C([O:30][C:31]1[CH:32]=[C:33]([C:43]([CH2:47][CH3:48])([CH2:45][CH3:46])O)[CH:34]=[C:35]([C:37]([CH2:41][CH3:42])([CH2:39][CH3:40])O)[CH:36]=1)C1C=CC=CC=1>>[CH2:45]([CH:43]([C:33]1[CH:32]=[C:31]([OH:30])[CH:36]=[C:35]([CH:37]([CH2:39][CH3:40])[CH2:41][CH3:42])[CH:34]=1)[CH2:47][CH3:48])[CH3:46]. Reported procedure: The procedure (including reaction and treatment) of Example 2 was repeated, except that 5-benzyloxy-α,α,α′,α′tetramethyl-1,3-benzenedimethanol was replaced by 5-benzyloxy-α,α,α′,α′-tetraethyl-1,3-benzenedimethanol, to thereby yield the above-described target as colorless needles.